Dataset: the Open Reaction Database (ORD), a public repository of structured organic reaction records. Task: describe an organic reaction: reactants, conditions, products, and yield Reactants: CC1C(NC(NC1=O)=O)=O (5-methyl barbituric acid), [C@@H]1(C[C@H](O)[C@@H](CO)O1)N1C(=O)NC(=O)C(C)=C1 (thymidine), N1C(N)=NC=2N=CNC2C1=O (guanine), N1C(=O)NC(=O)C(C)=C1.N1C(=O)NC(=O)C=C1 (uracil thymine), N1C(=O)NC(=O)C=C1.N1C(=O)NC(=O)C(C)=C1 (uracil·thymine). Product: [C@@H]1(C[C@H](O)[C@@H](CO)O1)N1C=NC=2C(=O)NC(N)=NC12 (Deoxyguanosine). Isolated yield 75.0%. RXN SMILES: CC1C(=O)NC(=O)NC1=O.N1C=C(C)C(=O)NC1=O.N1C=CC(=O)NC1=O.[C@@H:28]1(N2C=C(C)C(=O)NC2=O)[O:35][C@H:32]([CH2:33][OH:34])[C@@H:30]([OH:31])[CH2:29]1.[NH:45]1[C:54](=[O:55])[C:53]2[NH:52][CH:51]=[N:50][C:49]=2[N:48]=[C:46]1[NH2:47]>>[C@@H:28]1([N:50]2[C:49]3[N:48]=[C:46]([NH2:47])[NH:45][C:54](=[O:55])[C:53]=3[N:52]=[CH:51]2)[O:35][C@H:32]([CH2:33][OH:34])[C@@H:30]([OH:31])[CH2:29]1 |f:1.2|. Reported procedure: FIG. 1 shows formation of 5-methyl barbituric acid. Since the acid is decomposed so as to disappear, it has been clarified that uracil thymine dehydrogenase and barbiturase are present in the uracil·thymine decomposing enzyme. In the case of FIG. 1, thymidine disappeared substantially completely, though the starting material guanine was found to remain only slightly. Deoxyguanosine was formed in an amount of 14.9 mM (yield of 75%). Compared with FIG. 2 covering the case where uracil·thymine deco... Reactants: O=C(n1ccnc1)n1ccnc1, CN(C)C=O, ONC1CCCCC1, O=C(O)c1n[nH]c2c(=O)[nH]c3cc(Cl)ccc3c(=O)c12, Cl, O. The product is O=C(ONC1CCCCC1)c1n[nH]c2c(=O)[nH]c3cc(Cl)ccc3c(=O)c12. Reaction SMILES: [C:21]([n:22]1[cH:23][cH:24][n:25][cH:26]1)([n:27]1[cH:28][cH:29][n:30][cH:31]1)=[O:32].[CH3:43][N:44]([CH3:45])[CH:46]=[O:47].[CH:34]1([NH:40][OH:41])[CH2:35][CH2:36][CH2:37][CH2:38][CH2:39]1.[Cl:1][c:2]1[cH:3][c:4]2[c:5]([c:6](=[O:18])[c:7]3[c:8]([c:9](=[O:11])[nH:10]2)[nH:12][n:13][c:14]3[C:15](=[O:16])[OH:17])[cH:19][cH:20]1.[ClH:33].[OH2:42]>>[Cl:1][c:2]1[cH:3][c:4]2[c:5]([c:6](=[O:18])[c:7]3[c:8]([c:9](=[O:11])[nH:10]2)[nH:12][n:13][c:14]3[C:15](=[O:16])[O:17][NH:40][CH:34]2[CH2:35][CH2:36][CH2:37][CH2:38][CH2:39]2)[cH:19][cH:20]1. Starting materials: N(=O)N1CCN(CC1)CC(F)(F)F (1-nitroso-4-(2,2,2-trifluoroethyl)piperazine), [H-].[Al+3].[Li+].[H-].[H-].[H-] (lithium aluminum hydride), C(C)(=O)OCC (ethyl acetate). Run in O1CCCC1 (tetrahydrofuran), O1CCCC1 (tetrahydrofuran). Run at time 5 day. Product: FC(CN1CCN(CC1)N)(F)F (4-(2,2,2-trifluoroethyl)piperazine-1-amine). RXN SMILES: [H-].[Al+3].[Li+].[H-].[H-].[H-].[N:7]([N:9]1[CH2:14][CH2:13][N:12]([CH2:15][C:16]([F:19])([F:18])[F:17])[CH2:11][CH2:10]1)=O.C(OCC)(=O)C>O1CCCC1>[F:19][C:16]([F:17])([F:18])[CH2:15][N:12]1[CH2:13][CH2:14][N:9]([NH2:7])[CH2:10][CH2:11]1 |f:0.1.2.3.4.5|. Procedure details: To a suspension of lithium aluminum hydride (2.22 g, 58.5 mmol) in tetrahydrofuran (100 mL) that cooled with ice bath, a solution of 1-nitroso-4-(2,2,2-trifluoroethyl)piperazine (5.43 g, 27.5 mmol) in tetrahydrofuran (10 mL) was added dropwise and the reaction mixture was allowed to warm to ambient temperature, then stirred for 5 days. The reaction mixture was cooled with ice bath, ethyl acetate was added until cease bubbling up, and water (2.1 mL) was added then the mixture was stirred for 20 m... Reactants: N1(C)C(=O)N(C)C=2N=CNC2C1=O (theophylline), C([O-])([O-])=O.[K+].[K+] (potassium carbonate), FC1=CC=C(C(=O)C2=CC=C(CBr)C=C2)C=C1 (4-(4-fluorobenzoyl)benzyl bromide). Solvent: CN(C)C=O (DMF), O (water). Procedure: To a solution of theophylline (1.80 g) in DMF (20 ml) were added potassium carbonate (1.66 g) and 4-(4-fluorobenzoyl)benzyl bromide (2.93 g) and the mixture was stirred at room temperature for 24 hours. This reaction mixture was diluted with water and extracted with ethyl acetate. The extract was washed with saturated aqueous NaCl solution and dried over anhydrous sodium sulfate. The solvent was then distilled off and the residue was washed with ether to provide the title compound as white powde... Yields the product FC1=CC=C(C(=O)C2=CC=C(CN3C=NC=4N(C(N(C(C34)=O)C)=O)C)C=C2)C=C1 (7-[4-(4-Fluorobenzoyl)benzyl]-1,3-dimethylxanthine). Reaction SMILES: [N:1]1([C:12](=[O:13])[C:11]2[NH:10][CH:9]=[N:8][C:7]=2[N:5]([CH3:6])[C:3]1=[O:4])[CH3:2].C(=O)([O-])[O-].[K+].[K+].[F:20][C:21]1[CH:36]=[CH:35][C:24]([C:25]([C:27]2[CH:34]=[CH:33][C:30]([CH2:31]Br)=[CH:29][CH:28]=2)=[O:26])=[CH:23][CH:22]=1>CN(C=O)C.O>[F:20][C:21]1[CH:22]=[CH:23][C:24]([C:25]([C:27]2[CH:34]=[CH:33][C:30]([CH2:31][N:10]3[C:11]4[C:12](=[O:13])[N:1]([CH3:2])[C:3](=[O:4])[N:5]([CH3:6])[C:7]=4[N:8]=[CH:9]3)=[CH:29][CH:28]=2)=[O:26])=[CH:35][CH:36]=1 |f:1.2.3|. The yield is 71.2%. Run at time 24 hour. Yields the product BrC1=CC=C(C=C1)CCC (1-bromo-4-propylbenzene). Reagents/catalysts: [Pd].C1(=CC=CC=C1)P(C1=CC=CC=C1)C1=CC=CC=C1.C1(=CC=CC=C1)P(C1=CC=CC=C1)C1=CC=CC=C1.C1(=CC=CC=C1)P(C1=CC=CC=C1)C1=CC=CC=C1.C1(=CC=CC=C1)P(C1=CC=CC=C1)C1=CC=CC=C1 (tetrakis (triphenylphosphine) palladium (0)). Reaction SMILES: [Br:1][CH2:2][CH2:3][CH3:4].[Mg].I[C:7]1[CH:12]=[CH:11][C:10](Br)=[CH:9][CH:8]=1>O1CCCC1.C1C=CC=CC=1.O.[Pd].C1(P(C2C=CC=CC=2)C2C=CC=CC=2)C=CC=CC=1.C1(P(C2C=CC=CC=2)C2C=CC=CC=2)C=CC=CC=1.C1(P(C2C=CC=CC=2)C2C=CC=CC=2)C=CC=CC=1.C1(P(C2C=CC=CC=2)C2C=CC=CC=2)C=CC=CC=1>[Br:1][C:2]1[CH:12]=[CH:7][C:8]([CH2:9][CH2:10][CH3:11])=[CH:4][CH:3]=1 |f:6.7.8.9.10|. Solvent: C1=CC=CC=C1 (benzene), O1CCCC1 (tetrahydrofuran), O (water). Procedure details: A solution of 1-bromopropane (1.32 g, 0.6 mmol) was added dropwise at room temperature at a rate such that a gentle reflux was maintained to a suspension of magnesium (258 mg, 12 mmol) in dry tetrahydrofuran. The cloudy suspension was stored at room temperature for an additional 30 minutes to produce a gray solution that was then added dropwise over 15 minutes to a mixture of 1-iodo-4-bromobenzene (3.0 g, 10.6 mmol) and tetrakis (triphenylphosphine) palladium (0) in 50 mL of dry benzene at room ... Run at time 30 minute. Reactants: IC1=CC=C(C=C1)Br (1-iodo-4-bromobenzene), BrCCC (1-bromopropane), [Mg] (magnesium). The yield is 1414.8%. The reactants are Br, Cc1coc(C)c1CO, ClCCl, c1ccc(P(c2ccccc2)c2ccccc2)cc1. Product: [Br-], Cc1coc(C)c1C[P+](c1ccccc1)(c1ccccc1)c1ccccc1. As a reaction SMILES: [BrH:10].[CH3:1][c:2]1[o:3][cH:4][c:5]([CH3:9])[c:6]1[CH2:7][OH:8].[Cl:30][CH2:31][Cl:32].[c:11]1([P:17]([c:18]2[cH:19][cH:20][cH:21][cH:22][cH:23]2)[c:24]2[cH:25][cH:26][cH:27][cH:28][cH:29]2)[cH:12][cH:13][cH:14][cH:15][cH:16]1>>[Br-:10].[CH3:1][c:2]1[o:3][cH:4][c:5]([CH3:9])[c:6]1[CH2:7][P+:17]([c:11]1[cH:12][cH:13][cH:14][cH:15][cH:16]1)([c:18]1[cH:19][cH:20][cH:21][cH:22][cH:23]1)[c:24]1[cH:25][cH:26][cH:27][cH:28][cH:29]1. Starting materials: CCOC(=O)CC(=O)Cl, NNC(N)=S, c1ccncc1. The product is CCOC(=O)CC(=O)NNC(N)=S. Reaction SMILES: [Cl:6][C:7]([CH2:8][C:9](=[O:10])[O:11][CH2:12][CH3:13])=[O:14].[NH:1]([NH2:2])[C:3]([NH2:4])=[S:5].[cH:15]1[cH:16][cH:17][n:18][cH:19][cH:20]1>>[NH:1]([NH:2][C:7]([CH2:8][C:9](=[O:10])[O:11][CH2:12][CH3:13])=[O:14])[C:3]([NH2:4])=[S:5].